describe an organic reaction: reactants, conditions, products, and yield From a dataset of the Open Reaction Database (ORD), a public repository of structured organic reaction records. Starting materials: Cl (HCl), [OH-].[Na+] (NaOH), CO (methanol), C(C)OC(=O)C1=C(SC=C1C1=CC=C(C=C1)Cl)N1C(C2=CC=CC=C2C1=O)=O (4-(4-chlorophenyl)-2-(1,3-dioxo-1,3-dihydroisoindol-2-yl)-thiophene-3-carboxylic acid ethyl ester). Run in O (H2O), O (water). Product: ClC1=CC=C(C=C1)C=1C(=C(SC1)N1C(C2=CC=CC=C2C1=O)=O)C(=O)O (4-(4-Chlorophenyl)-2-(1,3-dioxo-1,3-dihydroisoindol-2-yl)-thiophene-3-carboxylic acid). RXN SMILES: [OH-].[Na+].CO.C([O:7][C:8]([C:10]1[C:14]([C:15]2[CH:20]=[CH:19][C:18]([Cl:21])=[CH:17][CH:16]=2)=[CH:13][S:12][C:11]=1[N:22]1[C:30](=[O:31])[C:29]2[C:24](=[CH:25][CH:26]=[CH:27][CH:28]=2)[C:23]1=[O:32])=[O:9])C.Cl>O>[Cl:21][C:18]1[CH:19]=[CH:20][C:15]([C:14]2[C:10]([C:8]([OH:9])=[O:7])=[C:11]([N:22]3[C:30](=[O:31])[C:29]4[C:24](=[CH:25][CH:26]=[CH:27][CH:28]=4)[C:23]3=[O:32])[S:12][CH:13]=2)=[CH:16][CH:17]=1 |f:0.1|. Reported procedure: To a solution of NaOH (1.4 mmol) in a 1:1 mixture of methanol:H2O (6 mL) is added 4-(4-chlorophenyl)-2-(1,3-dioxo-1,3-dihydroisoindol-2-yl)-thiophene-3-carboxylic acid ethyl ester (0.7 mmol, Example 9, Part C). The mixture is heated to reflux for 90 min, then diluted with water (12 mL), chilled in an ice bath, and acidified with concentrated HCl. The product that precipitates is collected by filtration, washed with water, and dried, affording the desired compound. Reactants: Cc1cc2c(cc1B(O)O)CCO2, COCCOC, CCc1nc2c(Cl)ncnc2n1C(C1CC1)C1CC1, [Na+], [Na+], O=C([O-])[O-], CC(=O)[O-], CC(=O)[O-], [Pd+2], c1ccc(P(c2ccccc2)c2ccccc2)cc1. Product: CCc1nc2c(-c3cc4c(cc3C)OCC4)ncnc2n1C(C1CC1)C1CC1. RXN SMILES: [CH3:1][c:2]1[cH:3][c:4]2[c:5]([cH:9][c:10]1[B:11]([OH:12])[OH:13])[CH2:6][CH2:7][O:8]2.[CH3:58][O:59][CH2:60][CH2:61][O:62][CH3:63].[Cl:14][c:15]1[c:16]2[n:17][c:18]([CH2:31][CH3:32])[n:19]([CH:24]([CH:25]3[CH2:26][CH2:27]3)[CH:28]3[CH2:29][CH2:30]3)[c:20]2[n:21][cH:22][n:23]1.[Na+:33].[Na+:34].[O-:35][C:36](=[O:37])[O-:38].[O-:65][C:66]([CH3:67])=[O:68].[O-:69][C:70]([CH3:71])=[O:72].[Pd+2:64].[c:39]1([P:40]([c:41]2[cH:42][cH:43][cH:44][cH:45][cH:46]2)[c:47]2[cH:48][cH:49][cH:50][cH:51][cH:52]2)[cH:53][cH:54][cH:55][cH:56][cH:57]1>>[CH3:1][c:2]1[cH:3][c:4]2[c:5]([cH:9][c:10]1-[c:15]1[c:16]3[n:17][c:18]([CH2:31][CH3:32])[n:19]([CH:24]([CH:25]4[CH2:26][CH2:27]4)[CH:28]4[CH2:29][CH2:30]4)[c:20]3[n:21][cH:22][n:23]1)[CH2:6][CH2:7][O:8]2. Starting materials: C(CCCCCCCCC)C=1C=C2C=CC(=NC2=CC1)C1=CC=C(C=C1)O (6-decyl-2-(4-hydroxyphenyl)quinoline), [OH-].[K+] (potassium hydroxide), C(CCC)O (butanol), C(CCCC)Br (pentyl bromide). Solvent: O (water). Yields the product C(CCCCCCCCC)C=1C=C2C=CC(=NC2=CC1)C1=CC=C(C=C1)OCCCCC (6-decyl-2-(4-pentyloxyphenyl)quinoline). Isolated yield 83.8%. Reaction SMILES: [CH2:1]([C:11]1[CH:12]=[C:13]2[C:18](=[CH:19][CH:20]=1)[N:17]=[C:16]([C:21]1[CH:26]=[CH:25][C:24]([OH:27])=[CH:23][CH:22]=1)[CH:15]=[CH:14]2)[CH2:2][CH2:3][CH2:4][CH2:5][CH2:6][CH2:7][CH2:8][CH2:9][CH3:10].[OH-].[K+].C(O)CCC.[CH2:35](Br)[CH2:36][CH2:37][CH2:38][CH3:39]>O>[CH2:1]([C:11]1[CH:12]=[C:13]2[C:18](=[CH:19][CH:20]=1)[N:17]=[C:16]([C:21]1[CH:26]=[CH:25][C:24]([O:27][CH2:35][CH2:36][CH2:37][CH2:38][CH3:39])=[CH:23][CH:22]=1)[CH:15]=[CH:14]2)[CH2:2][CH2:3][CH2:4][CH2:5][CH2:6][CH2:7][CH2:8][CH2:9][CH3:10] |f:1.2|. Procedure: To a solution 0.8 g of 6-decyl-2-(4-hydroxyphenyl)quinoline and 170 mg potassium hydroxide in i2 ml of butanol, 0.5 g of pentyl bromide was added, followed by heat refluxing for 4 hours. After the reaction, the reaction mixture was poured into water and subjected to extraction with toluene. The organic layer was washed with water, dried with anhydrous sodium sulfate and subjected to distilling-off of the solvent, followed by purification by silica gel column chromatography and recrystallization ...